Task: describe an organic reaction: reactants, conditions, products, and yield. Dataset: the Open Reaction Database (ORD), a public repository of structured organic reaction records Starting materials: COC(=O)C=1CSC23C(=NC=CC21)C=CC=C3 (benzo[b]thieno[2,3-c]pyridine-3-carboxylic acid methyl ester), [OH-].[Na+] (sodium hydroxide). Solvent: CO (methanol), CO (methanol). Conditions: time 8 hour. Product: S1CC(=C2C13C(=NC=C2)C=CC=C3)C(=O)O (benzo[b]thieno[2,3-c]pyridine-3-carboxylic acid). Isolated yield 89.0%. RXN SMILES: C[O:2][C:3]([C:5]1[CH2:6][S:7][C:8]23[CH:17]=[CH:16][CH:15]=[CH:14][C:9]2=[N:10][CH:11]=[CH:12][C:13]=13)=[O:4].[OH-].[Na+]>CO>[S:7]1[C:8]23[CH:17]=[CH:16][CH:15]=[CH:14][C:9]2=[N:10][CH:11]=[CH:12][C:13]3=[C:5]([C:3]([OH:4])=[O:2])[CH2:6]1 |f:1.2|. Procedure details: In 200 ml of methanol was dissolved 12.16 g of benzo[b]thieno[2,3-c]pyridine-3-carboxylic acid methyl ester and after adding thereto 55 ml of a methanol solution of 1N sodium hydroxide, the mixture was refluxed for 30 minutes. After allowing the temperature to lower to room temperature, the mixture was allowed to stand overnight in a refrigerator and crystals thus deposited were collected by filtration. The crystals were suspended in water and after adjusting the pH thereof to from 2 to 3 with 1... The reactants are C(C1=CC=CC=C1)Br (benzyl bromide), N1CCCCC1 (piperidine). Run in CCOCC (ether), CCOCC (ether). Run at time 8 hour. Yields the product C1(=CC=CC=C1)CN1CCCCC1 (1-(phenylmethyl)piperidine). As a reaction SMILES: [CH2:1](Br)[C:2]1[CH:7]=[CH:6][CH:5]=[CH:4][CH:3]=1.[NH:9]1[CH2:14][CH2:13][CH2:12][CH2:11][CH2:10]1>CCOCC>[C:2]1([CH2:1][N:9]2[CH2:14][CH2:13][CH2:12][CH2:11][CH2:10]2)[CH:7]=[CH:6][CH:5]=[CH:4][CH:3]=1. Procedure details: A mixture of 11.9 ml of benzyl bromide in 100 ml of ether was added dropwise to a solution of 29.6 ml of piperidine in 100 ml of ether. This mixture was stirred overnight, then filtered. The organic layer was washed with water, then dried and concentrated to an oil. The oil was distilled through a Kugelrohr and the fraction boiling at 75°-85° C., 1.55 mm collected, giving 16.77 g of 1-(phenylmethyl)piperidine as an oil. The reactants are ClC1=CN=C(S1)NC(=O)\C(=C\C1CCCC1)\C=1C=CC(=NC1)NC(OC(C)(C)C)=O ((E)-tert-butyl {5-[1-(5-chlorothiazol-2-ylcarbamoyl)-2-cyclopentylvinyl]pyridin-2-yl}carbamate), C(=O)(C(F)(F)F)O (TFA). Run in CCOCC (Et2O), CCOCC (Et2O), C(Cl)Cl (CH2Cl2). Conditions: time 2 hour. The product is NC1=CC=C(C=N1)/C(/C(=O)NC=1SC(=CN1)Cl)=C\C1CCCC1 ((E)-2-(6-Aminopyridin-3-yl)-N-(5-chlorothiazol-2-yl)-3-cyclopentylacrylamide). RXN SMILES: [Cl:1][C:2]1[S:6][C:5]([NH:7][C:8](/[C:10](/[C:17]2[CH:18]=[CH:19][C:20]([NH:23]C(=O)OC(C)(C)C)=[N:21][CH:22]=2)=[CH:11]/[CH:12]2[CH2:16][CH2:15][CH2:14][CH2:13]2)=[O:9])=[N:4][CH:3]=1.C(O)(C(F)(F)F)=O>C(Cl)Cl.CCOCC>[NH2:23][C:20]1[N:21]=[CH:22][C:17](/[C:10](=[CH:11]\[CH:12]2[CH2:16][CH2:15][CH2:14][CH2:13]2)/[C:8]([NH:7][C:5]2[S:6][C:2]([Cl:1])=[CH:3][N:4]=2)=[O:9])=[CH:18][CH:19]=1. Reported procedure: A stirred solution of (E)-tert-butyl {5-[1-(5-chlorothiazol-2-ylcarbamoyl)-2-cyclopentylvinyl]pyridin-2-yl}carbamate (Preparation 18, 212 mg, 473 μmol) in CH2Cl2 (5 mL) was treated with TFA (5 mL, 65.1 mmol). After 2 h, the mixture was evaporated to dryness, then EtOAc (60 mL) was added. The EtOAc solution was washed with H2O-saturated aqueous NaHCO3 (1:1, 20 mL) and brine (20 mL), before being dried (MgSO4). Filtration and solvent evaporation gave a residue that was dissolved in a minimal amoun...